Dataset: the Open Reaction Database (ORD), a public repository of structured organic reaction records. Task: describe an organic reaction: reactants, conditions, products, and yield Starting materials: O=C1c2ccc(C(F)(F)F)cc2C(=O)N1CC(F)(F)F, O. The product is O=C1c2ccc(C(F)(F)F)cc2C(O)N1CC(F)(F)F. RXN SMILES: [F:1][C:2]([CH2:3][N:4]1[C:5](=[O:18])[c:6]2[cH:7][cH:8][c:9]([C:14]([F:15])([F:16])[F:17])[cH:10][c:11]2[C:12]1=[O:13])([F:19])[F:20].[OH2:21]>>[F:1][C:2]([CH2:3][N:4]1[C:5](=[O:18])[c:6]2[cH:7][cH:8][c:9]([C:14]([F:15])([F:16])[F:17])[cH:10][c:11]2[CH:12]1[OH:13])([F:19])[F:20]. The reactants are [Cl-].[Na+] (sodium chloride), N1=CC(=CC=C1)C=O (3-pyridinecarboxaldehyde), CC1(OC(=CC1=O)C)C (2,2,5-trimethyl-3(2H)-furanone), [OH-].[Na+] (sodium hydroxide). Solvent: C(C)O (ethanol). Run at time 1 day. Product: CC1(OC(=CC1=O)C=CC=1C=NC=CC1)C (2,2-Dimethyl-5-[2-(3-pyridinyl)ethenyl]-3(2H)-furanone). The yield is 53.3%. As a reaction SMILES: [N:1]1[CH:6]=[CH:5][CH:4]=[C:3]([CH:7]=O)[CH:2]=1.[CH3:9][C:10]1([CH3:17])[C:14](=[O:15])[CH:13]=[C:12]([CH3:16])[O:11]1.[OH-].[Na+].[Cl-].[Na+]>C(O)C>[CH3:9][C:10]1([CH3:17])[C:14](=[O:15])[CH:13]=[C:12]([CH:16]=[CH:7][C:3]2[CH:2]=[N:1][CH:6]=[CH:5][CH:4]=2)[O:11]1 |f:2.3,4.5|. Reported procedure: To a solution of 3-pyridinecarboxaldehyde (1.4 g, 13.2 mM) and 2,2,5-trimethyl-3(2H)-furanone (2.0 g, 15.9 mM) in ethanol (100 mL), was added 1N aqueous sodium hydroxide (1.6 mL, 1.6 mM). The reaction solution was stirred at room temperature for one day. After saturated aqueous sodium chloride (400 mL) was added, the aqueous layer was extracted with diethyl ether (3×100 mL). The combined ethereal extracts were washed with saturated aqueous sodium chloride (50 mL), dried over MgSO4, filtered and ... Reactants: BrCc1ccc(Br)cc1, O=C([O-])[O-], CC1CCCC(C)N1, CC#N, [K+], [K+]. Product: CC1CCCC(C)N1Cc1ccc(Br)cc1. As a reaction SMILES: [Br:1][c:2]1[cH:3][cH:4][c:5]([CH2:8][Br:9])[cH:6][cH:7]1.[C:18](=[O:19])([O-:20])[O-:21].[CH3:10][CH:11]1[NH:12][CH:13]([CH3:17])[CH2:14][CH2:15][CH2:16]1.[CH3:24][C:25]#[N:26].[K+:22].[K+:23]>>[Br:1][c:2]1[cH:3][cH:4][c:5]([CH2:8][N:12]2[CH:11]([CH3:10])[CH2:16][CH2:15][CH2:14][CH:13]2[CH3:17])[cH:6][cH:7]1. Starting materials: O=C1CCC(=O)N1Br, Cc1cccc(C)c1Br, O=C(OOC(=O)c1ccccc1)c1ccccc1, ClC(Cl)(Cl)Cl. Product: Cc1cccc(CBr)c1Br. Reaction SMILES: [Br:10][N:11]1[C:12](=[O:13])[CH2:14][CH2:15][C:16]1=[O:17].[Br:1][c:2]1[c:3]([CH3:9])[cH:4][cH:5][cH:6][c:7]1[CH3:8].[C:18]([O:19][O:20][C:21](=[O:22])[c:23]1[cH:24][cH:25][cH:26][cH:27][cH:28]1)(=[O:29])[c:30]1[cH:31][cH:32][cH:33][cH:34][cH:35]1.[C:36]([Cl:37])([Cl:38])([Cl:39])[Cl:40]>>[Br:1][c:2]1[c:3]([CH2:9][Br:10])[cH:4][cH:5][cH:6][c:7]1[CH3:8]. The reactants are C(#C)C=1C(=C(C(NC1)=O)[N+](=O)[O-])C (5-ethynyl-4-methyl-3-nitro-2-pyridone). Reagents/catalysts: [Pd] (Pd/C). The solvent is C(C)O.C(C)(=O)OCC (ethanol ethyl acetate). Product: NC=1C(NC=C(C1C)CC)=O (3-amino-5-ethyl-4-methyl-2-pyridone). Reaction SMILES: [C:1]([C:3]1[C:4]([CH3:13])=[C:5]([N+:10]([O-])=O)[C:6](=[O:9])[NH:7][CH:8]=1)#[CH:2]>C(O)C.C(OCC)(=O)C.[Pd]>[NH2:10][C:5]1[C:6](=[O:9])[NH:7][CH:8]=[C:3]([CH2:1][CH3:2])[C:4]=1[CH3:13] |f:1.2|. Reported procedure: A mixture of 5-ethynyl-4-methyl-3-nitro-2-pyridone (0.18 g, 0.6 mmol) and 10% Pd/C (0.02 g) in ethanol/ethyl acetate (50 mL, 1/1) was hydrogenated at 35 psi in a Parr apparatus overnight. The catalyst was removed by filtration, and the solvents were evaporated to give 3-amino-5-ethyl-4-methyl-2-pyridone.